Dataset: the Open Reaction Database (ORD), a public repository of structured organic reaction records. Task: describe an organic reaction: reactants, conditions, products, and yield Starting materials: Cc1ccc(C(=O)C(C)(C)C)cc1F, [K+], [K+], O=[Mn](=O)(=O)[O-], [OH-], O. Yields the product CC(C)(C)C(=O)c1ccc(C(=O)O)c(F)c1. Reaction SMILES: [F:1][c:2]1[cH:3][c:4]([C:9]([C:10]([CH3:11])([CH3:12])[CH3:13])=[O:14])[cH:5][cH:6][c:7]1[CH3:8].[K+:16].[K+:22].[Mn:17](=[O:18])([O-:19])(=[O:20])=[O:21].[OH-:15].[OH2:23]>>[F:1][c:2]1[cH:3][c:4]([C:9]([C:10]([CH3:11])([CH3:12])[CH3:13])=[O:14])[cH:5][cH:6][c:7]1[C:8](=[O:15])[OH:18]. Reactants: O=C1N(C2=CC(=CC=C2C(N1)=O)[N+](=O)[O-])CCCCN1CCC(CC1)OC(C1=CC=CC=C1)C1=CC=CC=C1 (2,4-Dioxo-1-[4-(4-diphenylmethoxypiperidino)butyl]-7-nitro-1,2,3,4-tetrahydroquinazoline). Reagents/catalysts: [Zn] (zinc). Run in Cl (hydrochloric acid), O (water), C(C)O (ethanol), O1CCCC1 (tetrahydrofuran). Product: NC1=CC=C2C(NC(N(C2=C1)CCCCN1CCC(CC1)OC(C1=CC=CC=C1)C1=CC=CC=C1)=O)=O (7-Amino-2,4-dioxo-1-[4-(4-diphenylmethoxypiperidino)butyl]-1,2,3,4-tetrahydroquinazoline). Isolated yield 68.9%. RXN SMILES: [O:1]=[C:2]1[NH:11][C:10](=[O:12])[C:9]2[C:4](=[CH:5][C:6]([N+:13]([O-])=O)=[CH:7][CH:8]=2)[N:3]1[CH2:16][CH2:17][CH2:18][CH2:19][N:20]1[CH2:25][CH2:24][CH:23]([O:26][CH:27]([C:34]2[CH:39]=[CH:38][CH:37]=[CH:36][CH:35]=2)[C:28]2[CH:33]=[CH:32][CH:31]=[CH:30][CH:29]=2)[CH2:22][CH2:21]1>Cl.O.C(O)C.O1CCCC1.[Zn]>[NH2:13][C:6]1[CH:5]=[C:4]2[C:9]([C:10](=[O:12])[NH:11][C:2](=[O:1])[N:3]2[CH2:16][CH2:17][CH2:18][CH2:19][N:20]2[CH2:25][CH2:24][CH:23]([O:26][CH:27]([C:28]3[CH:29]=[CH:30][CH:31]=[CH:32][CH:33]=3)[C:34]3[CH:35]=[CH:36][CH:37]=[CH:38][CH:39]=3)[CH2:22][CH2:21]2)=[CH:8][CH:7]=1. Reported procedure: 2,4-Dioxo-1-[4-(4-diphenylmethoxypiperidino)butyl]-7-nitro-1,2,3,4-tetrahydroquinazoline (3.00 g) obtained in Example 11 was dissolved in a mixture of concentrated hydrochloric acid (10.0 ml), water (50.0 ml), ethanol (50.0 ml) and tetrahydrofuran (50.0 ml) and an excess of zinc powder was added in portions. After completion of the reaction, the reaction mixture was filtered, and the filtrate was made basic with 25% aqueous ammonia solution and extracted with ethyl acetate. After the extract was... Reactants: COC(=O)C1=C(O)c2ccc3ccccc3c2S(=O)(=O)N1C, Nc1cccc(F)c1, Cc1ccccc1C. Yields the product CN1C(C(=O)Nc2cccc(F)c2)=C(O)c2ccc3ccccc3c2S1(=O)=O. As a reaction SMILES: [CH3:1][O:2][C:3](=[O:4])[C:5]1=[C:10]([OH:11])[c:9]2[c:8]([c:19]3[c:14]([cH:13][cH:12]2)[cH:15][cH:16][cH:17][cH:18]3)[S:7](=[O:20])(=[O:21])[N:6]1[CH3:22].[NH2:23][c:24]1[cH:25][cH:26][cH:27][c:28]([F:29])[cH:30]1.[c:31]1([CH3:32])[c:33]([CH3:34])[cH:35][cH:36][cH:37][cH:38]1>>[O:2]=[C:3]([C:5]1=[C:10]([OH:11])[c:9]2[c:8]([c:19]3[c:14]([cH:13][cH:12]2)[cH:15][cH:16][cH:17][cH:18]3)[S:7](=[O:20])(=[O:21])[N:6]1[CH3:22])[NH:23][c:24]1[cH:25][cH:26][cH:27][c:28]([F:29])[cH:30]1. Procedure details: In analogy to the procedure described in example 343d, (3-trifluoromethyl-phenylamino)-acetic acid ethyl ester (CAS Reg. No. 2445-84-3) was reacted with paraformaldehyde and 1-ethenesulfonyl-2-trifluoromethyl-benzene (example 243c) to give the title compound as off-white solid. MS (ESI): m/z=496.3 [M+H]+. As a reaction SMILES: [CH2:1]([O:3][C:4](=[O:17])[CH2:5][NH:6][C:7]1[CH:12]=[CH:11][CH:10]=[C:9]([C:13]([F:16])([F:15])[F:14])[CH:8]=1)[CH3:2].[CH2:18]=O.[CH:20]([S:22]([C:25]1[CH:30]=[CH:29][CH:28]=[CH:27][C:26]=1[C:31]([F:34])([F:33])[F:32])(=[O:24])=[O:23])=[CH2:21]>>[CH2:1]([O:3][C:4]([CH:5]1[CH2:18][CH:20]([S:22]([C:25]2[CH:30]=[CH:29][CH:28]=[CH:27][C:26]=2[C:31]([F:32])([F:34])[F:33])(=[O:23])=[O:24])[CH2:21][N:6]1[C:7]1[CH:12]=[CH:11][CH:10]=[C:9]([C:13]([F:14])([F:16])[F:15])[CH:8]=1)=[O:17])[CH3:2]. Product: C(C)OC(=O)C1N(CC(C1)S(=O)(=O)C1=C(C=CC=C1)C(F)(F)F)C1=CC(=CC=C1)C(F)(F)F (4-(2-Trifluoromethyl-benzenesulfonyl)-1-(3-trifluoromethyl-phenyl)-pyrrolidine-2-carboxylic acid ethyl ester). Reactants: C(C)OC(CNC1=CC(=CC=C1)C(F)(F)F)=O ((3-trifluoromethyl-phenylamino)-acetic acid ethyl ester), C=O (paraformaldehyde), C(=C)S(=O)(=O)C1=C(C=CC=C1)C(F)(F)F (1-ethenesulfonyl-2-trifluoromethyl-benzene).